This data is from the Open Reaction Database (ORD), a public repository of structured organic reaction records. The task is: describe an organic reaction: reactants, conditions, products, and yield Starting materials: BrC1=CC(=C(C=C1)C=1CCC(CC1)CCC)F (4′-bromo-2′-fluoro-4-propyl-2,3,4,5-tetrahydro-1,1′-biphenyl), C1(=CC=CC=C1)C (toluene). Reagents/catalysts: [Pd] (palladium on carbon). The solvent is CC(C)O (IPA). Yields the product BrC1=CC(=C(C=C1)C1CCC(CC1)CCC)F (4-bromo-2-fluoro-1-(4-propylcyclohexyl)benzene). Yield: 78.0%. RXN SMILES: [Br:1][C:2]1[CH:7]=[CH:6][C:5]([C:8]2[CH2:9][CH2:10][CH:11]([CH2:14][CH2:15][CH3:16])[CH2:12][CH:13]=2)=[C:4]([F:17])[CH:3]=1.C1(C)C=CC=CC=1>[Pd].CC(O)C>[Br:1][C:2]1[CH:7]=[CH:6][C:5]([CH:8]2[CH2:13][CH2:12][CH:11]([CH2:14][CH2:15][CH3:16])[CH2:10][CH2:9]2)=[C:4]([F:17])[CH:3]=1. Reported procedure: A mixture of compound (69) (39.2 g, 131.9 mmol) and 5%-palladium on carbon (0.5% sulfur, 50% water-containing article) (1.18 g, 3 wt %) was agitated for 18 hours under a hydrogen atmosphere in a toluene (200 mL)-IPA (100 mL) solvent. The reaction mixture was filtered and a solvent in a filtrate was distilled off by an evaporator. The residue was passed through silica gel column chromatography and then a low-boiling-point material was distilled off by distillation, and thus 4-bromo-2-fluoro-1-(4-... Product: C(C1=CC=CC=C1)OC[C@@H](OCC1=CC=C(C=C1)N)[C@@H](O)[C@H](O)[C@H](OCC1=CC=C(C=C1)N)COCC1=CC=CC=C1 (1,6-di-O-benzyl-2,5-di-O-(4-aminobenzyl)-D-mannitol). RXN SMILES: [CH2:1]([O:8][CH2:9][C@H:10]([C@H:22]([C@@H:24]([C@@H:26]([CH2:38][O:39][CH2:40][C:41]1[CH:46]=[CH:45][CH:44]=[CH:43][CH:42]=1)[O:27][CH2:28][C:29]1[CH:34]=[CH:33][C:32]([N+:35]([O-])=O)=[CH:31][CH:30]=1)[OH:25])[OH:23])[O:11][CH2:12][C:13]1[CH:18]=[CH:17][C:16]([N+:19]([O-])=O)=[CH:15][CH:14]=1)[C:2]1[CH:7]=[CH:6][CH:5]=[CH:4][CH:3]=1.[BH4-].[Na+].[Cl-].[Na+]>CO.[Pd]>[CH2:1]([O:8][CH2:9][C@H:10]([C@H:22]([C@@H:24]([C@@H:26]([CH2:38][O:39][CH2:40][C:41]1[CH:46]=[CH:45][CH:44]=[CH:43][CH:42]=1)[O:27][CH2:28][C:29]1[CH:30]=[CH:31][C:32]([NH2:35])=[CH:33][CH:34]=1)[OH:25])[OH:23])[O:11][CH2:12][C:13]1[CH:18]=[CH:17][C:16]([NH2:19])=[CH:15][CH:14]=1)[C:2]1[CH:3]=[CH:4][CH:5]=[CH:6][CH:7]=1 |f:1.2,3.4|. Reagents/catalysts: [Pd] (palladium on charcoal). Procedure details: To a solution of 1,6-di-O-benzyl-2,5-di-O-(4-nitrobenzyl)-D-mannitol (64 mg, 0.1 mmol) prepared in example 74 in MeOH was added 5% palladium on charcoal (40 mg) and sodium borohydride (114 mg, 3.0 mmol). The reaction mixture was stirred at room temperature for 2 h. Saturated sodium chloride (2 mL) was added and stirring was continued for 5 h. The mixture was extracted with EtOAc, dried over magnesium sulfate and concentrated in vacuo to yield (44 mg, 85%) after purification by flash chromatograp... The solvent is CO (MeOH). Reaction conditions: time 2 hour. The reactants are C(C1=CC=CC=C1)OC[C@@H](OCC1=CC=C(C=C1)[N+](=O)[O-])[C@@H](O)[C@H](O)[C@H](OCC1=CC=C(C=C1)[N+](=O)[O-])COCC1=CC=CC=C1 (1,6-di-O-benzyl-2,5-di-O-(4-nitrobenzyl)-D-mannitol), [BH4-].[Na+] (sodium borohydride), [Cl-].[Na+] (sodium chloride). Starting materials: C(C)C1C(CCC(C(OC(C2CCCCN2C(C(C2(C(CC(C(C(CC(CC(=C1)C)C)OC)O2)OC)C)O)=O)=O)=O)C(=CC2CC(C(CC2)O)OC)C)C)=O (17-ethyl-1-hydroxy-12-[2'-(4"-hydroxy-3"-methoxycyclohexyl)-1'-methylvinyl]-23,25-dimethoxy-13,19,21,27-tetramethyl-11,28-dioxa-4-azatricyclo[22.3.1.04,9 ]octacos-18-ene-2,3,10,16-tetraone), ClC(C(OCC=C)=N)(Cl)Cl (allyl trichloroacetimidate), FC(S(=O)(=O)O)(F)F (Trifluoromethanesulfonic acid). Product: C(C)C1C(CCC(C(OC(C2CCCCN2C(C(C2(C(CC(C(C(CC(CC(=C1)C)C)OC)O2)OC)C)O)=O)=O)=O)C(=CC2CC(C(CC2)OCC=C)OC)C)C)=O (17-Ethyl-1-hydroxy-12-[2'-(4"-allyloxy-3"-methoxycyclohexyl)-1'-methylvinyl]-23,25-dimethoxy-13,19,21,27-tetramethyl-11,28-dioxa-4-azatricyclo[22.3.1.04,9 ]octacos-18-ene-2,3,10,16-tetraone). RXN SMILES: [CH2:1]([CH:3]1[CH:29]=[C:28]([CH3:30])[CH2:27][CH:26]([CH3:31])[CH2:25][CH:24]([O:32][CH3:33])[CH:23]2[O:34][C:19]([OH:38])([CH:20]([CH3:37])[CH2:21][CH:22]2[O:35][CH3:36])[C:18](=[O:39])[C:17](=[O:40])[N:16]2[CH:11]([CH2:12][CH2:13][CH2:14][CH2:15]2)[C:10](=[O:41])[O:9][CH:8]([C:42]([CH3:53])=[CH:43][CH:44]2[CH2:49][CH2:48][CH:47]([OH:50])[CH:46]([O:51][CH3:52])[CH2:45]2)[CH:7]([CH3:54])[CH2:6][CH2:5][C:4]1=[O:55])[CH3:2].FC(F)(F)S(O)(=O)=O.ClC(Cl)(Cl)C(=N)O[CH2:68][CH:69]=[CH2:70]>>[CH2:1]([CH:3]1[CH:29]=[C:28]([CH3:30])[CH2:27][CH:26]([CH3:31])[CH2:25][CH:24]([O:32][CH3:33])[CH:23]2[O:34][C:19]([OH:38])([CH:20]([CH3:37])[CH2:21][CH:22]2[O:35][CH3:36])[C:18](=[O:39])[C:17](=[O:40])[N:16]2[CH:11]([CH2:12][CH2:13][CH2:14][CH2:15]2)[C:10](=[O:41])[O:9][CH:8]([C:42]([CH3:53])=[CH:43][CH:44]2[CH2:49][CH2:48][CH:47]([O:50][CH2:70][CH:69]=[CH2:68])[CH:46]([O:51][CH3:52])[CH2:45]2)[CH:7]([CH3:54])[CH2:6][CH2:5][C:4]1=[O:55])[CH3:2]. Procedure: To a solution of 17-ethyl-1-hydroxy-12-[2'-(4"-hydroxy-3"-methoxycyclohexyl)-1'-methylvinyl]-23,25-dimethoxy-13,19,21,27-tetramethyl-11,28-dioxa-4-azatricyclo[22.3.1.04,9 ]octacos-18-ene-2,3,10,16-tetraone (400 mg in 6 ml 33% methylene chloride in cyclohexane), allyl trichloroacetimidate (209 μl neat) was added and the reagents allowed to mix for 5 minutes. Trifluoromethanesulfonic acid (9 μl neat) was added slowly via syringe and the mixture stirred at room temperature. After 6 hours the reacti... Starting materials: BrB(Br)Br, ClCCl, CCCCCC12CCC(c3nnc(-c4ccc(OC)cc4Cl)n3C)(CC1)CC2. The product is CCCCCC12CCC(c3nnc(-c4ccc(O)cc4Cl)n3C)(CC1)CC2. As a reaction SMILES: [B:1]([Br:2])([Br:3])[Br:4].[CH2:33]([Cl:34])[Cl:35].[Cl:5][c:6]1[c:7](-[c:14]2[n:15][n:16][c:17]([C:20]34[CH2:21][CH2:22][C:23]([CH2:28][CH2:29][CH2:30][CH2:31][CH3:32])([CH2:24][CH2:25]3)[CH2:26][CH2:27]4)[n:18]2[CH3:19])[cH:8][cH:9][c:10]([O:12][CH3:13])[cH:11]1>>[Cl:5][c:6]1[c:7](-[c:14]2[n:15][n:16][c:17]([C:20]34[CH2:21][CH2:22][C:23]([CH2:28][CH2:29][CH2:30][CH2:31][CH3:32])([CH2:24][CH2:25]3)[CH2:26][CH2:27]4)[n:18]2[CH3:19])[cH:8][cH:9][c:10]([OH:12])[cH:11]1. As a reaction SMILES: [C:29](=[O:30])([O-:31])[O-:32].[CH3:1][O:2][c:3]1[cH:4][cH:5][c:6]([CH2:7][n:8]2[n:9][cH:10][c:11](-[c:13]3[n:14][c:15]([NH:20][c:21]4[n:22][cH:23][cH:24][cH:25][cH:26]4)[s:16][c:17]3[C:18]#[N:19])[cH:12]2)[cH:27][cH:28]1.[F:36][C:37]([F:38])([F:39])[C:40]([OH:41])=[O:42].[Na+:33].[Na+:34].[OH2:35]>>[nH:8]1[n:9][cH:10][c:11](-[c:13]2[n:14][c:15]([NH:20][c:21]3[n:22][cH:23][cH:24][cH:25][cH:26]3)[s:16][c:17]2[C:18]#[N:19])[cH:12]1. Yields the product N#Cc1sc(Nc2ccccn2)nc1-c1cn[nH]c1. The reactants are O=C([O-])[O-], COc1ccc(Cn2cc(-c3nc(Nc4ccccn4)sc3C#N)cn2)cc1, O=C(O)C(F)(F)F, [Na+], [Na+], O. Starting materials: COc1cc2c(C)csc2c(Cl)c1Cl, Cl, O, c1ccncc1. Product: Cc1csc2c(Cl)c(Cl)c(O)cc12. As a reaction SMILES: [Cl:1][c:2]1[c:3]([O:13][CH3:14])[cH:4][c:5]2[c:6]([s:7][cH:8][c:9]2[CH3:10])[c:11]1[Cl:12].[ClH:15].[OH2:22].[n:16]1[cH:17][cH:18][cH:19][cH:20][cH:21]1>>[Cl:1][c:2]1[c:3]([OH:13])[cH:4][c:5]2[c:6]([s:7][cH:8][c:9]2[CH3:10])[c:11]1[Cl:12].